This data is from the Open Reaction Database (ORD), a public repository of structured organic reaction records. The task is: describe an organic reaction: reactants, conditions, products, and yield The reactants are [BH4-].[Na+] (sodium borohydride), FC=1C=C(C=CC1O[Si](C(C)C)(C(C)C)C(C)C)C(C(C)N1CCC(CC1)(O)C1=CC=C(C=C1)Cl)=O (1-(3-fluoro-4-triisopropylsilyloxyphenyl)-2-(4-(4-chlorophenyl)-4-hydroxypiperidin-1-yl)-propan-1-one). The solvent is C(C)O (ethanol). Conditions: time 10 minute. Product: FC=1C=C(C=CC1O[Si](C(C)C)(C(C)C)C(C)C)C(C(C)N1CCC(CC1)(O)C1=CC=C(C=C1)Cl)O (1-(3-fluoro-4-triisopropylsilyloxyphenyl)-2-(4-(4-chlorophenyl)-4-hydroxypiperidin-1-yl)-propan-1-ol). RXN SMILES: [BH4-].[Na+].[F:3][C:4]1[CH:5]=[C:6]([C:21](=[O:38])[CH:22]([N:24]2[CH2:29][CH2:28][C:27]([C:31]3[CH:36]=[CH:35][C:34]([Cl:37])=[CH:33][CH:32]=3)([OH:30])[CH2:26][CH2:25]2)[CH3:23])[CH:7]=[CH:8][C:9]=1[O:10][Si:11]([CH:18]([CH3:20])[CH3:19])([CH:15]([CH3:17])[CH3:16])[CH:12]([CH3:14])[CH3:13]>C(O)C>[F:3][C:4]1[CH:5]=[C:6]([CH:21]([OH:38])[CH:22]([N:24]2[CH2:25][CH2:26][C:27]([C:31]3[CH:32]=[CH:33][C:34]([Cl:37])=[CH:35][CH:36]=3)([OH:30])[CH2:28][CH2:29]2)[CH3:23])[CH:7]=[CH:8][C:9]=1[O:10][Si:11]([CH:12]([CH3:13])[CH3:14])([CH:15]([CH3:17])[CH3:16])[CH:18]([CH3:20])[CH3:19] |f:0.1|. Procedure: A mixture of sodium borohydride (0.032 g, 0.85 mmol) and ethanol (5 mL) was stirred 10 min and then 1-(3-fluoro-4-triisopropylsilyloxyphenyl)-2-(4-(4-chlorophenyl)-4-hydroxypiperidin-1-yl)-propan-1-one (0.454 g, 0.850 mmol in 10 mL of ethanol) was added. The reaction was stirred at ambient temperature overnight. The white precipitate which formed was collected by filtration to afford 0.245 g (54%) of (1R*, 2R*)-1-(3-fluoro-4-triisopropylsilyloxyphenyl)-2-(4-(4-chlorophenyl)-4-hydroxypiperidin-1-...